Dataset: the Open Reaction Database (ORD), a public repository of structured organic reaction records. Task: describe an organic reaction: reactants, conditions, products, and yield The reactants are S(=O)(Cl)Cl (thionyl chloride), FC1=C(C(=CC(=C1)OC)F)C(C(F)(F)F)(C)O (2-(2,6-difluoro-4-methoxyphenyl)-1,1,1-trifluoropropan-2-ol), N1=CC=CC=C1 (pyridine). Yields the product ClC(C(F)(F)F)(C)C1=C(C=C(C=C1F)OC)F (2-(1-CHLORO-2,2,2-TRIFLUORO-1-METHYLETHYL)-1,3-DIFLUORO-5-METHOXYBENZENE). The yield is 94.0%. Reaction SMILES: S(Cl)([Cl:3])=O.[F:5][C:6]1[CH:11]=[C:10]([O:12][CH3:13])[CH:9]=[C:8]([F:14])[C:7]=1[C:15](O)([CH3:20])[C:16]([F:19])([F:18])[F:17].N1C=CC=CC=1>>[Cl:3][C:15]([C:7]1[C:6]([F:5])=[CH:11][C:10]([O:12][CH3:13])=[CH:9][C:8]=1[F:14])([CH3:20])[C:16]([F:19])([F:18])[F:17]. Procedure: A thionyl chloride (25 ml) solution of 2-(2,6-difluoro-4-methoxyphenyl)-1,1,1-trifluoropropan-2-ol (8.7 g, 34.1 mmol) and pyridine (26 mg, 0.34 mmol) was stirred at 70° C. for 3 hours. Then, the reaction was concentrated in vacuo and diluted with water. The product was extracted with hexane and the organic layer was dried over sodium sulfate, filtered and concentrated to furnish 8.84 g (94% yield) of the title compound as a colorless oil. Starting materials: C=C1COCCC1CCCC=C (3-methylidene-4-(pent-4-en-1-yl)tetrahydro-2H-pyran). Solvent: C(Cl)Cl (CH2Cl2). Reaction conditions: time 1 hour. The product is C1OCCC2CCCC=C12 (3,4,4a,5,6,7-hexahydro-1H-isochromene). RXN SMILES: C=[C:2]1[CH:7]([CH2:8][CH2:9][CH2:10][CH:11]=C)[CH2:6][CH2:5][O:4][CH2:3]1>C(Cl)Cl>[CH2:3]1[C:2]2[CH:7]([CH2:8][CH2:9][CH2:10][CH:11]=2)[CH2:6][CH2:5][O:4]1. Procedure details: 3-methylidene-4-(pent-4-en-1-yl)tetrahydro-2H-pyran (1320 mg, 7.94 mmol) was added to CH2Cl2 (159.00 ml) at RT. The reaction was degassed three times. Zhan-1b (58.3 mg, 0.079 mmol) was added at 0° C. The reaction mixture was degassed again and then stirred at room temperature for 1 h. The mixture was concentrated under reduced pressure (280 mmhg). The residue was purified by column chromatography on silica gel to provide the title compound. 1H NMR (500 MHz, CDCl3) δ 5.54 (d, 1H, J=2.2 Hz), 4.06 ... Reactants: CCCCc1nn(-c2ccccc2C(F)(F)F)c(=O)n1Cc1ccc(-c2ccccc2S(N)(=O)=O)cc1, C1CCOC1, CN(C)S(=O)(=O)Cl, [H-], [Na+]. Product: CCCCc1nn(-c2ccccc2C(F)(F)F)c(=O)n1Cc1ccc(-c2ccccc2S(=O)(=O)NS(=O)(=O)N(C)C)cc1. RXN SMILES: [CH2:1]([CH2:2][CH2:3][CH3:4])[c:5]1[n:6]([CH2:21][c:22]2[cH:23][cH:24][c:25](-[c:28]3[c:29]([S:34]([NH2:35])(=[O:36])=[O:37])[cH:30][cH:31][cH:32][cH:33]3)[cH:26][cH:27]2)[c:7](=[O:20])[n:8](-[c:10]2[c:11]([C:16]([F:17])([F:18])[F:19])[cH:12][cH:13][cH:14][cH:15]2)[n:9]1.[CH2:47]1[O:48][CH2:49][CH2:50][CH2:51]1.[CH3:40][N:41]([S:42](=[O:43])(=[O:44])[Cl:45])[CH3:46].[H-:38].[Na+:39]>>[CH2:1]([CH2:2][CH2:3][CH3:4])[c:5]1[n:6]([CH2:21][c:22]2[cH:23][cH:24][c:25](-[c:28]3[c:29]([S:34]([NH:35][S:42]([N:41]([CH3:40])[CH3:46])(=[O:43])=[O:44])(=[O:36])=[O:37])[cH:30][cH:31][cH:32][cH:33]3)[cH:26][cH:27]2)[c:7](=[O:20])[n:8](-[c:10]2[c:11]([C:16]([F:17])([F:18])[F:19])[cH:12][cH:13][cH:14][cH:15]2)[n:9]1. Run in CN(C)C=O (DMF). Yield: 81.2%. Starting materials: C(O)([O-])=O.[Na+] (sodium hydrogen carbonate), OC1=CC=C(C=C1)C(C)=O (1-(4-hydroxyphenyl)ethanone), FC(S(=O)(=O)OCC(F)(F)F)(F)F (2,2,2-trifluoroethyl trifluoromethanesulfonate), C([O-])([O-])=O.[Cs+].[Cs+] (cesium carbonate). Procedure: A mixture of 1-(4-hydroxyphenyl)ethanone (0.5 g, 3.67 mmol), 2,2,2-trifluoroethyl trifluoromethanesulfonate (0.58 mL, 4.04 mmol) and cesium carbonate (2.39 g, 7.34 mmol) in DMF (10 mL) is stirred at rt for 2.5 hours. The reaction mixture is poured into saturated aqueous sodium hydrogen carbonate (10 mL) and extracted with EtOAc (30 mL). The organic layer is washed with saturated aqueous sodium hydrogen carbonate (10 mL×2) and dried over sodium sulfate. After filtration, the filtrate is concentra... Run at time 2.5 hour. Product: FC(COC1=CC=C(C=C1)C(C)=O)(F)F (1-(4-(2,2,2-trifluoroethoxy)phenyl)ethanone). As a reaction SMILES: [OH:1][C:2]1[CH:7]=[CH:6][C:5]([C:8](=[O:10])[CH3:9])=[CH:4][CH:3]=1.FC(F)(F)S(O[CH2:17][C:18]([F:21])([F:20])[F:19])(=O)=O.C(=O)([O-])[O-].[Cs+].[Cs+].C(=O)([O-])O.[Na+]>CN(C=O)C>[F:19][C:18]([F:21])([F:20])[CH2:17][O:1][C:2]1[CH:7]=[CH:6][C:5]([C:8](=[O:10])[CH3:9])=[CH:4][CH:3]=1 |f:2.3.4,5.6|. The reactants are [Si](C)(C)(C(C)(C)C)OCC(CO[Si](C)(C)C(C)(C)C)(NC(=O)OC(C)(C)C)CC(CO)O (2-(2,3-Dihydroxypropyl)-2-(N-t-butoxycarbonylamino)-1,3-propanediol bis-t-butyldimethylsilyl ether), meta-sodium periodate. Solvent: O1CCOCC1 (1,4-dioxane), O (water). Conditions: time 3 hour. Product: [Si](C)(C)(C(C)(C)C)OCC(CO[Si](C)(C)C(C)(C)C)(CCC=O)NC(=O)OC(C)(C)C (2-(N-t-butoxycarbonylamino)-2-(2-formylethyl)-1,3-propanediol bis-t-butyldimethylsilyl ether). Reaction SMILES: [Si:1]([O:8][CH2:9][C:10]([CH2:28][CH:29](O)[CH2:30][OH:31])([NH:20][C:21]([O:23][C:24]([CH3:27])([CH3:26])[CH3:25])=[O:22])[CH2:11][O:12][Si:13]([C:16]([CH3:19])([CH3:18])[CH3:17])([CH3:15])[CH3:14])([C:4]([CH3:7])([CH3:6])[CH3:5])([CH3:3])[CH3:2]>O1CCOCC1.O>[Si:1]([O:8][CH2:9][C:10]([NH:20][C:21]([O:23][C:24]([CH3:27])([CH3:26])[CH3:25])=[O:22])([CH2:28][CH2:29][CH:30]=[O:31])[CH2:11][O:12][Si:13]([C:16]([CH3:17])([CH3:18])[CH3:19])([CH3:15])[CH3:14])([C:4]([CH3:5])([CH3:6])[CH3:7])([CH3:3])[CH3:2]. Procedure: 2-(2,3-Dihydroxypropyl)-2-(N-t-butoxycarbonylamino)-1,3-propanediol bis-t-butyldimethylsilyl ether (4.3 g) was dissolved in 600 ml of 1,4-dioxane and a solution of 3.8 g of meta-sodium periodate in 90 ml of water was added thereto. The mixture was stirred at room temperature for 3 hours. The reaction mixture was concentrated and hexane was added thereto. After washing with water, the resultant mixture was dehydrated and concentrated to give 3.76 g of colorless, oily 2-(N-t-butoxycarbonylamino)-2... Starting materials: [Cl-].[Na+] (sodium chloride), C(=O)[N-]C=O.[Na+] (sodium diformylamide), C(C)#N (acetonitrile), ClC/C(/CCC1=CC=C(C=C1)F)=C/F ((E)-1-chloro-2-(fluoromethylene)-4-(p-fluorophenyl)butane). Run in O (water), CN(C=O)C (N,N-dimethylformamide), C1(=CC=CC=C1)C (toluene). Run at temperature 80 celsius, time 6 hour. Yields the product F\C=C(\CN(C=O)C=O)/CCC1=CC=C(C=C1)F ((E)-N-(2-(fluoromethylene)-4-(p-fluorophenyl)butyl)-N-formyl formamide). As a reaction SMILES: [CH:1]([N-:3][CH:4]=[O:5])=[O:2].[Na+].C(#N)C.Cl[CH2:11]/[C:12](=[CH:22]/[F:23])/[CH2:13][CH2:14][C:15]1[CH:20]=[CH:19][C:18]([F:21])=[CH:17][CH:16]=1.[Cl-].[Na+]>C1(C)C=CC=CC=1.O.CN(C)C=O>[F:23]/[CH:22]=[C:12](\[CH2:13][CH2:14][C:15]1[CH:16]=[CH:17][C:18]([F:21])=[CH:19][CH:20]=1)/[CH2:11][N:3]([CH:4]=[O:5])[CH:1]=[O:2] |f:0.1,4.5|. Procedure details: Combine sodium diformylamide (70 lb) and acetonitrile (903 lb). With agitation, add N,N-dimethylformamide (119 lb). Add a solution of (E)-1-chloro-2-(fluoromethylene)-4-(p-fluorophenyl)butane (126 lb) in toluene. Warm to 80° C. After 6 hours, add a 10% by weight solution of sodium chloride in water (1168 lb). Agitate for 15 minutes, separate the layers. Remove the organic layer to give the title compound as a solution in acetonitrile/N,N-dimethylformamide. The product is CN1C=CC2=C1CCN1C(CCC21)=O (4,5,7,8,9,9a-hexahydro-3-methyl-3H-pyrrolo[2,3-g]indolizin-7-one). Conditions: temperature 10 celsius, time 1 hour. As a reaction SMILES: [C:1]1(=[O:7])O[C:4](=O)[CH2:3][CH2:2]1.[NH2:8][CH2:9][CH2:10][C:11]1[N:12]([CH3:16])[CH:13]=[CH:14][CH:15]=1.[BH4-].[Na+].Cl>C1COCC1.C(O)C>[CH3:16][N:12]1[C:11]2[CH2:10][CH2:9][N:8]3[CH:4]([C:15]=2[CH:14]=[CH:13]1)[CH2:3][CH2:2][C:1]3=[O:7] |f:2.3|. The solvent is C1CCOC1 (THF), C(C)O (ethanol), C1CCOC1 (THF). Procedure details: A mixture of 110.9 g (1.098 mole) of succinic anhydride and 985 ml of THF was cooled to 10° C. and a solution of 140.53 g (1.098 mole) of 2-(2-aminoethyl)-1-methylpyrrole in 1400 ml of THF was added dropwise over a period of thirty minutes while stirring under an atmosphere of argon, the temperature being maintained at 10 to 15° C. After the addition was complete, stirring was continued an additional one hour and then the solvent removed in vacuo to give a dark-brown, oily residue. The residue w... Reactants: NCCC=1N(C=CC1)C (2-(2-aminoethyl)-1-methylpyrrole), Cl (hydrochloric acid), Cl (hydrochloric acid), C1(CCC(=O)O1)=O (succinic anhydride), [BH4-].[Na+] (Sodium borohydride).